Dataset: the Open Reaction Database (ORD), a public repository of structured organic reaction records. Task: describe an organic reaction: reactants, conditions, products, and yield Reactants: COCCOC, FC(F)(F)c1ccc(CBr)cc1, [H-], [Na+], CCOC(=O)CC(=O)c1ccncc1, O. The product is CCOC(=O)C(Cc1ccc(C(F)(F)F)cc1)C(=O)c1ccncc1. As a reaction SMILES: [CH3:30][O:31][CH2:32][CH2:33][O:34][CH3:35].[F:17][C:18]([c:19]1[cH:20][cH:21][c:22]([CH2:23][Br:24])[cH:25][cH:26]1)([F:27])[F:28].[H-:15].[Na+:16].[O:1]=[C:2]([CH2:3][C:4](=[O:5])[O:6][CH2:7][CH3:8])[c:9]1[cH:10][cH:11][n:12][cH:13][cH:14]1.[OH2:29]>>[O:1]=[C:2]([CH:3]([C:4](=[O:5])[O:6][CH2:7][CH3:8])[CH2:23][c:22]1[cH:21][cH:20][c:19]([C:18]([F:17])([F:27])[F:28])[cH:26][cH:25]1)[c:9]1[cH:10][cH:11][n:12][cH:13][cH:14]1. Starting materials: CCN=C=NCCCN(C)C (WSC), ClC=1C(=NC=CC1)C(=O)O (3-chloro-pyridin-2-carboxylic acid), IC=1C=C(C(=NC1)NC)N (5-iodo-N2-methyl-pyridin-2,3-diamine), N1=CC=CC=C1 (pyridine). The reagents and catalysts are C=1C=CC2=C(C1)N=NN2O (HOBt). Run in O (water). Run at time 9 hour. Yields the product IC=1C=C(C(=NC1)NC)NC(=O)C1=NC=CC=C1Cl (3-chloro-pyridin-2-carboxylic acid (5-iodo-2-methylamino-pyridin-3-yl)-amide). Yield: 121.4%. RXN SMILES: [I:1][C:2]1[CH:3]=[C:4]([NH2:10])[C:5]([NH:8][CH3:9])=[N:6][CH:7]=1.N1C=CC=CC=1.CCN=C=NCCCN(C)C.[Cl:28][C:29]1[C:30]([C:35](O)=[O:36])=[N:31][CH:32]=[CH:33][CH:34]=1>C1C=CC2N(O)N=NC=2C=1.O>[I:1][C:2]1[CH:3]=[C:4]([NH:10][C:35]([C:30]2[C:29]([Cl:28])=[CH:34][CH:33]=[CH:32][N:31]=2)=[O:36])[C:5]([NH:8][CH3:9])=[N:6][CH:7]=1. Reported procedure: To a mixture of 5-iodo-N2-methyl-pyridin-2,3-diamine (1.9 g) and pyridine (6 ml) were added WSC (1.28 g), HOBt (86 mg) and 3-chloro-pyridin-2-carboxylic acid (1.3 g), and the mixture was stirred at room temperature for 9 hours. To this reaction mixture was added water, and the mixture was filtered to collect the precipitated powder. The collected powder was washed with chloroform to give 3-chloro-pyridin-2-carboxylic acid (5-iodo-2-methylamino-pyridin-3-yl)-amide (3.6 g), which is hereinafter re... Starting materials: OC1=CC2=C(N=C(O2)C2=CC=C(C=N2)OC[C@H](C)NC(OC(C)(C)C)=O)C=C1 (tert-butyl [(1S)-2-{[6-(6-hydroxy-1,3-benzoxazol-2-yl)pyridin-3-yl]oxy}-1-methylethyl]carbamate), BrCC(C)=O (1-bromopropan-2-one). Product: C[C@@H](COC=1C=NC(=CC1)C=1OC2=C(N1)C=CC(=C2)OCC(C)=O)NC(OC(C)(C)C)=O (tert-butyl [(1S)-1-methyl-2-({6-[6-(2-oxopropoxy)-1,3-benzoxazol-2-yl]pyridin-3-yl}oxy)ethyl]carbamate). Reaction SMILES: [OH:1][C:2]1[CH:28]=[CH:27][C:5]2[N:6]=[C:7]([C:9]3[N:14]=[CH:13][C:12]([O:15][CH2:16][C@@H:17]([NH:19][C:20](=[O:26])[O:21][C:22]([CH3:25])([CH3:24])[CH3:23])[CH3:18])=[CH:11][CH:10]=3)[O:8][C:4]=2[CH:3]=1.Br[CH2:30][C:31](=[O:33])[CH3:32]>>[CH3:18][C@H:17]([NH:19][C:20](=[O:26])[O:21][C:22]([CH3:23])([CH3:24])[CH3:25])[CH2:16][O:15][C:12]1[CH:13]=[N:14][C:9]([C:7]2[O:8][C:4]3[CH:3]=[C:2]([O:1][CH2:30][C:31](=[O:33])[CH3:32])[CH:28]=[CH:27][C:5]=3[N:6]=2)=[CH:10][CH:11]=1. Reported procedure: Using tert-butyl [(1S)-2-{[6-(6-hydroxy-1,3-benzoxazol-2-yl)pyridin-3-yl]oxy}-1-methylethyl]carbamate and 1-bromopropan-2-one, and in the same manner as in Example 2, step E, the title compound was obtained. Starting materials: C(CCCC)[C@@H]1CC[C@H](CC1)C1=CC=C(C=C1)C1=CC=C(C=C1)C=C[C@@H]1CC[C@H](CC1)CCCCC (4-(trans-4-pentylcyclohexyl)-4'-[2-(trans-4-pentylcyclohexyl)vinyl]biphenyl), [H][H] (hydrogen). Reagents/catalysts: [Pd] (palladium/carbon). Solvent: C1(=CC=CC=C1)C.C(C)O (toluene ethanol). Product: C(CCCC)[C@@H]1CC[C@H](CC1)C1=CC=C(C=C1)C1=CC=C(C=C1)CC[C@@H]1CC[C@H](CC1)CCCCC (4-(trans-4-pentylcyclohexyl)-4'-[2-(trans-4-pentylcyclohexyl)ethyl]biphenyl). The yield is 70.2%. As a reaction SMILES: [CH2:1]([C@H:6]1[CH2:11][CH2:10][C@H:9]([C:12]2[CH:17]=[CH:16][C:15]([C:18]3[CH:23]=[CH:22][C:21]([CH:24]=[CH:25][C@H:26]4[CH2:31][CH2:30][C@H:29]([CH2:32][CH2:33][CH2:34][CH2:35][CH3:36])[CH2:28][CH2:27]4)=[CH:20][CH:19]=3)=[CH:14][CH:13]=2)[CH2:8][CH2:7]1)[CH2:2][CH2:3][CH2:4][CH3:5].[H][H]>C1(C)C=CC=CC=1.C(O)C.[Pd]>[CH2:1]([C@H:6]1[CH2:7][CH2:8][C@H:9]([C:12]2[CH:17]=[CH:16][C:15]([C:18]3[CH:23]=[CH:22][C:21]([CH2:24][CH2:25][C@H:26]4[CH2:31][CH2:30][C@H:29]([CH2:32][CH2:33][CH2:34][CH2:35][CH3:36])[CH2:28][CH2:27]4)=[CH:20][CH:19]=3)=[CH:14][CH:13]=2)[CH2:10][CH2:11]1)[CH2:2][CH2:3][CH2:4][CH3:5] |f:2.3|. Procedure: 2.20 g of 4-(trans-4-pentylcyclohexyl)-4'-[2-(trans-4-pentylcyclohexyl)vinyl]biphenyl were suspended in toluene/ethanol (3:2) in a sulphonation flask, treated with 200 mg of palladium/carbon (10%) and hydrogenated at normal pressure and 50° C. until the hydrogen uptake came to a standstill. Filtration of the mixture and concentration of the filtrate gave a white semi-crystalline residue which, after recrystallization from 100 ml of hexane, yielded 1.55 g of 4-(trans-4-pentylcyclohexyl)-4'-[2-(tr...